From a dataset of the Open Reaction Database (ORD), a public repository of structured organic reaction records. describe an organic reaction: reactants, conditions, products, and yield Starting materials: BrCCC(C)C (1-Bromo-3-methylbutane), COC([C@@H](NC(=O)OC(C)(C)C)CC1=CNC=N1)=O (Nα-Boc-L-histidine methyl ester), C([O-])([O-])=O.[Na+].[Na+] (sodium carbonate). The solvent is C(C)#N (acetonitrile). The product is C(C)(C)(C)OC(=O)N[C@H](C(=O)OC)CC=1N=CN(C1)CCC(C)C ((−)-Methyl (2S)-2-[(tert-butoxycarbonyl)amino]-3-(1-isopentyl-1H-imidazol-4-yl)propanoate). RXN SMILES: Br[CH2:2][CH2:3][CH:4]([CH3:6])[CH3:5].[CH3:7][O:8][C:9](=[O:25])[C@H:10]([CH2:19][C:20]1[N:24]=[CH:23][NH:22][CH:21]=1)[NH:11][C:12]([O:14][C:15]([CH3:18])([CH3:17])[CH3:16])=[O:13].C(=O)([O-])[O-].[Na+].[Na+]>C(#N)C>[C:15]([O:14][C:12]([NH:11][C@@H:10]([CH2:19][C:20]1[N:24]=[CH:23][N:22]([CH2:2][CH2:3][CH:4]([CH3:6])[CH3:5])[CH:21]=1)[C:9]([O:8][CH3:7])=[O:25])=[O:13])([CH3:18])([CH3:16])[CH3:17] |f:2.3.4|. Procedure: 1-Bromo-3-methylbutane (4.44 ml, 37.2 mmol) was added to a mixture of Nα-Boc-L-histidine methyl ester (5.0 g, 18.6 mmol) and sodium carbonate (4.0 g, 37.2 mmol) in acetonitrile (80 ml), and the mixture was heated under reflux for 18 hours. The cooled mixture was concentrated under reduced pressure. The residue was suspended in water and the suspension was basified using sodium carbonate then extracted with ethyl acetate (3×30 ml). The combined organic extracts were dried (Na2SO4) and evaporated ... Starting materials: O=C(O)c1cc2cc(Br)cc(F)c2o1, [Cu], c1ccc2ncccc2c1. The product is Fc1cc(Br)cc2ccoc12. RXN SMILES: [Br:1][c:2]1[cH:3][c:4]([F:14])[c:5]2[c:6]([cH:7][c:8]([C:10]([OH:11])=[O:12])[o:9]2)[cH:13]1.[Cu:25].[cH:15]1[cH:16][c:17]2[c:18]([n:19][cH:20][cH:21][cH:22]2)[cH:23][cH:24]1>>[Br:1][c:2]1[cH:3][c:4]([F:14])[c:5]2[c:6]([cH:7][cH:8][o:9]2)[cH:13]1. Yields the product CCCCOCCOc1ccc(-c2ccc3c(c2)C=C(C(=O)Nc2ccc(S(=O)Cc4nncn4CCC)c(C)c2)CCN3CC(C)C)cc1. Starting materials: CCCCOCCOc1ccc(-c2ccc3c(c2)C=C(C(=O)Nc2ccc(SCc4nncn4CCC)c(C)c2)CCN3CC(C)C)cc1, ClCCl, [Na+], [Na+], O=C(OO)c1cccc(Cl)c1, O=S([O-])([O-])=S. As a reaction SMILES: [CH2:1]([CH2:2][CH2:3][CH3:4])[O:5][CH2:6][CH2:7][O:8][c:9]1[cH:10][cH:11][c:12](-[c:15]2[cH:16][cH:17][c:18]3[c:19]([cH:49]2)[CH:20]=[C:21]([C:29](=[O:30])[NH:31][c:32]2[cH:33][c:34]([CH3:48])[c:35]([S:38][CH2:39][c:40]4[n:41][n:42][cH:43][n:44]4[CH2:45][CH2:46][CH3:47])[cH:36][cH:37]2)[CH2:22][CH2:23][N:24]3[CH2:25][CH:26]([CH3:27])[CH3:28])[cH:13][cH:14]1.[Cl:68][CH2:69][Cl:70].[Na+:66].[Na+:67].[OH:50][O:51][C:52]([c:53]1[cH:54][c:55]([Cl:56])[cH:57][cH:58][cH:59]1)=[O:60].[S:61]([O-:62])([O-:63])(=[O:64])=[S:65]>>[CH2:1]([CH2:2][CH2:3][CH3:4])[O:5][CH2:6][CH2:7][O:8][c:9]1[cH:10][cH:11][c:12](-[c:15]2[cH:16][cH:17][c:18]3[c:19]([cH:49]2)[CH:20]=[C:21]([C:29](=[O:30])[NH:31][c:32]2[cH:33][c:34]([CH3:48])[c:35]([S:38]([CH2:39][c:40]4[n:41][n:42][cH:43][n:44]4[CH2:45][CH2:46][CH3:47])=[O:50])[cH:36][cH:37]2)[CH2:22][CH2:23][N:24]3[CH2:25][CH:26]([CH3:27])[CH3:28])[cH:13][cH:14]1. The reactants are BrCC(C(C)(C)C)=NO (1-bromo-3,3-dimethyl-2-butanone oxime), C(C(C)=C)O (methallyl alcohol), C([O-])([O-])=O.[Na+].[Na+] (sodium carbonate). The solvent is ClCCl (dichloromethane). Run at time 40 hour. Product: CC(C)(C)C1=NOC(CC1)(CO)C (3-(1,1-Dimethylethyl)-5,6-dihydro-6-methyl-4H-1,2-oxazine-6-methanol). Reaction SMILES: Br[CH2:2][C:3](=[N:8][OH:9])[C:4]([CH3:7])([CH3:6])[CH3:5].[CH2:10]([OH:14])[C:11](=[CH2:13])[CH3:12].C(=O)([O-])[O-].[Na+].[Na+]>ClCCl>[CH3:5][C:4]([C:3]1[CH2:2][CH2:12][C:11]([CH3:13])([CH2:10][OH:14])[O:9][N:8]=1)([CH3:7])[CH3:6] |f:2.3.4|. Procedure: To a solution of 1-bromo-3,3-dimethyl-2-butanone oxime (4.5 g) (J. Org. Chem., 1979, 44, 3861) in dichloromethane (150 mL) was added methallyl alcohol (22 mL) and sodium carbonate (16 g). The reaction mixture was stirred at room temperature for 40 h and then filtered through a pad of Celite. The solvent and excess alcohol were removed at reduced pressure. The residue was chromatographed on silica gel with 2:1 hexanes/ethyl acetate to give the title compound (3.2 g) as a low melting waxy solid. N... As a reaction SMILES: [Br:21][CH:22]([C:23](=[O:24])[O:25][CH2:26][CH3:27])[CH2:28][CH2:29][CH2:30][CH2:31][CH2:32][CH3:33].[C:1](#[N:2])[c:3]1[c:4](-[c:9]2[cH:10][c:11]3[c:12]([n:13][c:14]([CH3:16])[nH:15]3)[cH:17][cH:18]2)[cH:5][cH:6][cH:7][cH:8]1.[CH3:40][CH2:41][O:42][C:43](=[O:44])[CH3:45].[H-:19].[Na+:20].[O:35]=[CH:36][N:37]([CH3:38])[CH3:39].[OH2:34]>>[C:1](#[N:2])[c:3]1[c:4](-[c:9]2[cH:10][c:11]3[c:12]([n:13]([CH:22]([C:23](=[O:24])[O:25][CH2:26][CH3:27])[CH2:28][CH2:29][CH2:30][CH2:31][CH2:32][CH3:33])[c:14]([CH3:16])[n:15]3)[cH:17][cH:18]2)[cH:5][cH:6][cH:7][cH:8]1. Product: CCCCCCC(C(=O)OCC)n1c(C)nc2cc(-c3ccccc3C#N)ccc21. The reactants are CCCCCCC(Br)C(=O)OCC, Cc1nc2ccc(-c3ccccc3C#N)cc2[nH]1, CCOC(C)=O, [H-], [Na+], CN(C)C=O, O.